From a dataset of the Open Reaction Database (ORD), a public repository of structured organic reaction records. describe an organic reaction: reactants, conditions, products, and yield The reactants are CCOC(C)=O, O=C[O-], COc1c(-c2c[nH]c(C(=O)O)c2)cccc1[N+](=O)[O-], [NH4+]. Product: COc1c(N)cccc1-c1c[nH]c(C(=O)O)c1. RXN SMILES: [CH3:24][CH2:25][O:26][C:27](=[O:28])[CH3:29].[CH:20]([O-:21])=[O:22].[N+:1]([O-:2])(=[O:3])[c:4]1[c:5]([O:18][CH3:19])[c:6](-[c:10]2[cH:11][c:12]([C:15](=[O:16])[OH:17])[nH:13][cH:14]2)[cH:7][cH:8][cH:9]1.[NH4+:23]>>[NH2:1][c:4]1[c:5]([O:18][CH3:19])[c:6](-[c:10]2[cH:11][c:12]([C:15](=[O:16])[OH:17])[nH:13][cH:14]2)[cH:7][cH:8][cH:9]1.